This data is from the Open Reaction Database (ORD), a public repository of structured organic reaction records. The task is: describe an organic reaction: reactants, conditions, products, and yield The reactants are NCCOC1=CC=C(C(C(=O)N)=C1)O (5-(2-aminoethoxy)-salicylamide), BrCC(C1=CC=CC=C1)O (α-(bromomethyl)-benzyl alcohol), C([O-])(O)=O.[K+] (potassium bicarbonate). The solvent is C(C)O (ethanol). Product: C(N)(=O)C=1C=C(OCCNCC(C2=CC=CC=C2)O)C=CC1O (α-[N-[2-(3-carbamoyl-4-hydroxy-phenoxy)ethyl]-aminomethyl]-benzyl alcohol). RXN SMILES: [NH2:1][CH2:2][CH2:3][O:4][C:5]1[CH:13]=[C:9]([C:10]([NH2:12])=[O:11])[C:8]([OH:14])=[CH:7][CH:6]=1.Br[CH2:16][CH:17]([OH:24])[C:18]1[CH:23]=[CH:22][CH:21]=[CH:20][CH:19]=1.C(=O)(O)[O-].[K+]>C(O)C>[C:10]([C:9]1[CH:13]=[C:5]([CH:6]=[CH:7][C:8]=1[OH:14])[O:4][CH2:3][CH2:2][NH:1][CH2:16][CH:17]([OH:24])[C:18]1[CH:23]=[CH:22][CH:21]=[CH:20][CH:19]=1)(=[O:11])[NH2:12] |f:2.3|. Procedure: A suspension of 21.9 g of 5-(2-aminoethoxy)-salicylamide, 36.0 g of α-(bromomethyl)-benzyl alcohol and 30 g of potassium bicarbonate in 240 ml of ethanol is refluxed for 15 hours, with stirring. The reaction mixture is then cooled and filtered and the filtrate is evaporated. The evaporation residue is partitioned between 300 ml of ethyl acetate and 100 ml of water and the organic phase is separated off, dried over magnesium sulfate and evaporated. The residue is dissolved hot in as little ethano... Starting materials: Cl.ClCCNCCCl (bis(2-chloroethyl)amine hydrochloride), C([O-])([O-])=O.[K+].[K+] (potassium carbonate), N1(CCCC2=CC=CC=C12)NC(=O)Cl (3,4-dihydroquinoline-1(2H)-carbamic acid chloride). The solvent is C(C)#N (acetonitrile). Run at time 18 hour. The product is ClCCN(C(=O)N1CCCC2=CC=CC=C12)CCCl (N,N-bis(2-chloroethyl)-3,4-dihydroquinoline-1(2H)-carboxamide). Isolated yield 29.1%. Reaction SMILES: [N:1]1(NC(Cl)=O)[C:10]2[C:5](=[CH:6][CH:7]=[CH:8][CH:9]=2)[CH2:4][CH2:3][CH2:2]1.Cl.[Cl:16][CH2:17][CH2:18][NH:19][CH2:20][CH2:21][Cl:22].[C:23](=O)([O-])[O-:24].[K+].[K+]>C(#N)C>[Cl:16][CH2:17][CH2:18][N:19]([CH2:20][CH2:21][Cl:22])[C:23]([N:1]1[C:10]2[C:5](=[CH:6][CH:7]=[CH:8][CH:9]=2)[CH2:4][CH2:3][CH2:2]1)=[O:24] |f:1.2,3.4.5|. Reported procedure: A solution of 7 g of 3,4-dihydroquinoline-1(2H)-carbamic acid chloride in 180 ml of acetonitrile is introduced into a 500 ml round-bottomed flask. 9.6 g of bis(2-chloroethyl)amine hydrochloride and 14.83 g of potassium carbonate are subsequently added and the reaction mixture is stirred for 18 h. The acetonitrile is evaporated under reduced pressure and water and ethyl acetate are subsequently added. The aqueous phase is extracted with ethyl acetate and then the organic phases are combined, wash... Starting materials: ClCC=1N=C(SC1)C (4-chloromethyl-2-methylthiazole), BrC=1C=C(C=CC1)N1CCNCC1 (1-(3-bromophenyl)piperazine), C([O-])([O-])=O.[Na+].[Na+] (sodium carbonate). Solvent: C(C)O (ethanol). The product is CC=1SC=C(N1)CN1CCN(CC1)C1=CC(=CC=C1)Br (1-(2-Methylthiazol-4-ylmethyl)-4-(3-bromophenyl)piperazine). Reaction SMILES: Cl[CH2:2][C:3]1[N:4]=[C:5]([CH3:8])[S:6][CH:7]=1.[Br:9][C:10]1[CH:11]=[C:12]([N:16]2[CH2:21][CH2:20][NH:19][CH2:18][CH2:17]2)[CH:13]=[CH:14][CH:15]=1.C(=O)([O-])[O-].[Na+].[Na+]>C(O)C>[CH3:8][C:5]1[S:6][CH:7]=[C:3]([CH2:2][N:19]2[CH2:18][CH2:17][N:16]([C:12]3[CH:13]=[CH:14][CH:15]=[C:10]([Br:9])[CH:11]=3)[CH2:21][CH2:20]2)[N:4]=1 |f:2.3.4|. Procedure: A mixture of 4-chloromethyl-2-methylthiazole (7.4g; 0.05 mole), 1-(3-bromophenyl)piperazine (12.05g; 0.05 mole) and anhydrous sodium carbonate (10g) was suspended in absolute ethanol (150 ml). The mixture was stirred and boiled under reflux for 8 hours. The solvent was then evaporated to dryness and water added (100 ml). The emulsion thus formed was extracted with dichloromethane, the organic extracts being dried over magnesium sulphate and evaporated to an oil. This was dissolved in hot benzene...